From a dataset of the Open Reaction Database (ORD), a public repository of structured organic reaction records. describe an organic reaction: reactants, conditions, products, and yield Procedure: Into a solution of (+−)-trans-1-t-butyldimethylsilyloxymethyl-4-methylene-2-phenylcyclopentane from Step B1 (2.2 g, 7.3 mmol) in methanol (100 mL) cooled in a dry ice/acetone bath was bubbled ozone until the blue color persisted. The excess ozone was removed with a stream of nitrogen and then dimethylsulfide (5 mL) was added. After 10 min, the bath was removed and the reaction was allowed to warm to rt over 2 h. The volatiles were removed in vacuo and the residue was purified by FC (15-30% ethyl... Reaction conditions: time 10 minute. The reactants are [Si](C)(C)(C(C)(C)C)OC[C@H]1[C@@H](CC(C1)=C)C1=CC=CC=C1 ((+−)-trans-1-t-butyldimethylsilyloxymethyl-4-methylene-2-phenylcyclopentane), CO (methanol). The product is [Si](C)(C)(C(C)(C)C)OC[C@H]1[C@@H](CC(C1)=O)C1=CC=CC=C1 ((+−)-trans-1-t-Butyldimethylsilyloxymethyl-4-oxo-2-phenylcyclopentane). As a reaction SMILES: [Si:1]([O:8][CH2:9][C@@H:10]1[CH2:14][C:13](=C)[CH2:12][C@H:11]1[C:16]1[CH:21]=[CH:20][CH:19]=[CH:18][CH:17]=1)([C:4]([CH3:7])([CH3:6])[CH3:5])([CH3:3])[CH3:2].C[OH:23]>>[Si:1]([O:8][CH2:9][C@@H:10]1[CH2:14][C:13](=[O:23])[CH2:12][C@H:11]1[C:16]1[CH:21]=[CH:20][CH:19]=[CH:18][CH:17]=1)([C:4]([CH3:7])([CH3:6])[CH3:5])([CH3:3])[CH3:2]. Reactants: S1C(=NC2=C1CCCC2)N (4,5,6,7-tetrahydro-benzothiazol-2-ylamine), COCCBr (2-bromoethyl methyl ether). Yields the product Br.COCCN1C(SC2=C1CCCC2)=N (3-(2-methoxy-ethyl)-4,5,6,7-tetrahydro-3H-benzothiazol-2-ylideneamine hydrobromide). As a reaction SMILES: [S:1]1[C:5]2[CH2:6][CH2:7][CH2:8][CH2:9][C:4]=2[N:3]=[C:2]1[NH2:10].[CH3:11][O:12][CH2:13][CH2:14][Br:15]>>[BrH:15].[CH3:11][O:12][CH2:13][CH2:14][N:3]1[C:4]2[CH2:9][CH2:8][CH2:7][CH2:6][C:5]=2[S:1][C:2]1=[NH:10] |f:2.3|. Reported procedure: A mixture of 4,5,6,7-tetrahydro-benzothiazol-2-ylamine (300 mg, 1.94 mmol) and 2-bromoethyl methyl ether (600 μL, 6.40 mmol) was processed according to the method of Example 2A to afford the title compound: MS (LC/MS) m/z 213 (M+H)+. Starting materials: O1C(OCC1)CCN1C(NC2=CC=CC=C2C1=O)=O (3-(2-[1,3]dioxolan-2-yl-ethyl)-1H-quinazoline-2,4-dione). Run in CC(=O)C (Acetone). Yields the product O=C1NC2=CC=CC=C2C(N1CCC=O)=O (3-[2,4-dioxo-1,4-dihydro-2H-quinazolin-3-yl]propionaldehyde). Isolated yield 95.9%. Reaction SMILES: [O:1]1CCO[CH:2]1[CH2:6][CH2:7][N:8]1[C:17](=[O:18])[C:16]2[C:11](=[CH:12][CH:13]=[CH:14][CH:15]=2)[NH:10][C:9]1=[O:19]>CC(C)=O>[O:19]=[C:9]1[N:8]([CH2:7][CH2:6][CH:2]=[O:1])[C:17](=[O:18])[C:16]2[C:11](=[CH:12][CH:13]=[CH:14][CH:15]=2)[NH:10]1. Procedure: A solution of 3-(2-[1,3]dioxolan-2-yl-ethyl)-1H-quinazoline-2,4-dione (0.11 g, 0.43 mmol) 10% sulfuric acid (10 mL) and Acetone (10 mL) was stirred at ambient temperature for 24 hours. Concentration yielded 3-[2,4-dioxo-1,4-dihydro-2H-quinazolin-3-yl]propionaldehyde (0.09 g, 95%) as an off-white solid. 1H NMR CDCl3 δ9.85 (s, 1H), 8.10-8.06 (m,1H), 7.63-7.57 (m, 1H), 7.24-7.19 (m, 1H), 7.13-7.07 (m, 1H), 4.44-4.40 (m, 2H), 2.85 (dt, 2H, J1,2=2 Hz, J1,3=7 Hz). Product: c4ccc3cc(c2ccc1ccccc1c2)ccc3c4. Reagents/catalysts: C1-CDC. Reactants: COc2ccc1ccccc1c2 (substrate), Br[Mg]c2ccc1ccccc1c2 (effective_coupling_partner). Reaction conditions: temperature 60 celsius, time 4 hour. The reactants are Methyl 1-methyl-1H-indole-3-carboxylate NaH, N1C=C(C2=CC=CC=C12)C(=O)OC (methyl 1H-indole-3-carboxylate), CN(C)C=O (DMF), CI (methyl iodide), [H-].[Na+] (NaH). The solvent is O (water). Conditions: temperature 0 celsius, time 15 minute. Product: CN1C=C(C2=CC=CC=C12)CNC (1-methyl-3-(methylaminomethyl)-1H-indole). The yield is 96.0%. RXN SMILES: [NH:1]1[C:9]2[C:4](=[CH:5][CH:6]=[CH:7][CH:8]=2)[C:3](C(OC)=O)=[CH:2]1.[H-].[Na+].CI.[CH3:18][N:19]([CH:21]=O)[CH3:20]>O>[CH3:18][N:19]1[C:20]2[C:4](=[CH:5][CH:6]=[CH:7][CH:8]=2)[C:3]([CH2:2][NH:1][CH3:9])=[CH:21]1 |f:1.2|. Procedure details: Methyl 1-methyl-1H-indole-3-carboxylate NaH (60% dispersion in mineral oil, 8.56 g, 214.0 mmole) was added portionwise, allowing for gas evolution, to a solution of methyl 1H-indole-3-carboxylate (25.00 g, 142.7 mmole) in DMF (350 mL) at 0° C. When the NaH addition was complete, methyl iodide (44.4 mL, 713.5 mmole) was added at 0° C. The reaction was stirred at 0° C. for 15 minutes then at RT overnight. The reaction was diluted with water and extracted with ethyl acetate. The combined extracts w... Starting materials: [BH4-], CO, CS(=O)(=O)c1ccc(C(=O)c2cc(CC(=O)O)cc3ccc(F)cc23)c(Cl)c1, [Na+]. Yields the product CS(=O)(=O)c1ccc(C(O)c2cc(CC(=O)O)cc3ccc(F)cc23)c(Cl)c1. Reaction SMILES: [BH4-:29].[CH3:31][OH:32].[Cl:1][c:2]1[c:3]([C:4](=[O:5])[c:6]2[cH:7][c:8]([CH2:17][C:18](=[O:19])[OH:20])[cH:9][c:10]3[cH:11][cH:12][c:13]([F:16])[cH:14][c:15]23)[cH:21][cH:22][c:23]([S:25](=[O:26])(=[O:27])[CH3:28])[cH:24]1.[Na+:30]>>[Cl:1][c:2]1[c:3]([CH:4]([OH:5])[c:6]2[cH:7][c:8]([CH2:17][C:18](=[O:19])[OH:20])[cH:9][c:10]3[cH:11][cH:12][c:13]([F:16])[cH:14][c:15]23)[cH:21][cH:22][c:23]([S:25](=[O:26])(=[O:27])[CH3:28])[cH:24]1. Yields the product CCCCCC(CCC1C(C=CC=CC=CC(=O)OCC)CC(OC2CCCCO2)C1OC1CCCCO1)OC1CCCCO1. The reactants are [Br-], CCOC(=O)C=CC=CC[PH](c1ccccc1)(c1ccccc1)c1ccccc1, CCOC(=O)C=CC=CC[P+](c1ccccc1)(c1ccccc1)c1ccccc1, ClC(Cl)Cl, [Na+], CCCCCC(CCC1C(C=O)CC(OC2CCCCO2)C1OC1CCCCO1)OC1CCCCO1, [OH-], O. Reaction SMILES: [Br-:32].[CH2:1]([CH3:2])[O:3][C:4](=[O:5])[CH:6]=[CH:7][CH:8]=[CH:9][CH2:10][PH:11]([c:12]1[cH:13][cH:14][cH:15][cH:16][cH:17]1)([c:18]1[cH:19][cH:20][cH:21][cH:22][cH:23]1)[c:24]1[cH:25][cH:26][cH:27][cH:28][cH:29]1.[CH2:33]([O:34][C:35]([CH:36]=[CH:37][CH:38]=[CH:39][CH2:40][P+:41]([c:42]1[cH:43][cH:44][cH:45][cH:46][cH:47]1)([c:48]1[cH:49][cH:50][cH:51][cH:52][cH:53]1)[c:54]1[cH:55][cH:56][cH:57][cH:58][cH:59]1)=[O:60])[CH3:61].[CH:99]([Cl:100])([Cl:101])[Cl:102].[Na+:31].[O:62]1[CH:63]([O:68][CH:69]2[CH:70]([CH2:83][CH2:84][CH:85]([CH2:86][CH2:87][CH2:88][CH2:89][CH3:90])[O:91][CH:92]3[O:93][CH2:94][CH2:95][CH2:96][CH2:97]3)[CH:71]([CH:81]=[O:82])[CH2:72][CH:73]2[O:74][CH:75]2[O:76][CH2:77][CH2:78][CH2:79][CH2:80]2)[CH2:64][CH2:65][CH2:66][CH2:67]1.[OH-:30].[OH2:98]>>[CH2:1]([CH3:2])[O:3][C:4](=[O:5])[CH:6]=[CH:7][CH:8]=[CH:9][CH:10]=[CH:81][CH:71]1[CH:70]([CH2:83][CH2:84][CH:85]([CH2:86][CH2:87][CH2:88][CH2:89][CH3:90])[O:91][CH:92]2[O:93][CH2:94][CH2:95][CH2:96][CH2:97]2)[CH:69]([O:68][CH:63]2[O:62][CH2:67][CH2:66][CH2:65][CH2:64]2)[CH:73]([O:74][CH:75]2[O:76][CH2:77][CH2:78][CH2:79][CH2:80]2)[CH2:72]1. Reactants: CC1(OB(OC1(C)C)C1=CC=C(N)C=C1)C (4-(4,4,5,5-tetramethyl-1,3,2-dioxaborolan-2-yl)aniline), Cl.BrC1=CC=NC=C1 (4-bromopyridine hydrochloride), C(=O)([O-])[O-].[Cs+].[Cs+] (Cs2CO3). The reagents and catalysts are C=1C=CC(=CC1)[P](C=2C=CC=CC2)(C=3C=CC=CC3)[Pd]([P](C=4C=CC=CC4)(C=5C=CC=CC5)C=6C=CC=CC6)([P](C=7C=CC=CC7)(C=8C=CC=CC8)C=9C=CC=CC9)[P](C=1C=CC=CC1)(C=1C=CC=CC1)C=1C=CC=CC1 (Pd(Ph3P)4). The solvent is C1(=CC=CC=C1)C (toluene), C(CCC)O (n-butanol), O (H2O). Yields the product N1=CC=C(C=C1)C1=CC=C(C=C1)N (4-(pyridin-4-yl)phenylamine). The yield is 78.8%. RXN SMILES: CC1(C)C(C)(C)OB([C:9]2[CH:15]=[CH:14][C:12]([NH2:13])=[CH:11][CH:10]=2)O1.Cl.Br[C:19]1[CH:24]=[CH:23][N:22]=[CH:21][CH:20]=1.C([O-])([O-])=O.[Cs+].[Cs+]>C1(C)C=CC=CC=1.C(O)CCC.O.C1C=CC([P]([Pd]([P](C2C=CC=CC=2)(C2C=CC=CC=2)C2C=CC=CC=2)([P](C2C=CC=CC=2)(C2C=CC=CC=2)C2C=CC=CC=2)[P](C2C=CC=CC=2)(C2C=CC=CC=2)C2C=CC=CC=2)(C2C=CC=CC=2)C2C=CC=CC=2)=CC=1>[N:22]1[CH:23]=[CH:24][C:19]([C:9]2[CH:10]=[CH:11][C:12]([NH2:13])=[CH:14][CH:15]=2)=[CH:20][CH:21]=1 |f:1.2,3.4.5,^1:47,49,68,87|. Procedure details: To a solution of 4-(4,4,5,5-tetramethyl-1,3,2-dioxaborolan-2-yl)aniline (1.33 g, 6.07 mmol) in toluene (20 mL) and n-butanol (7 mL), a solution of 4-bromopyridine hydrochloride (0.608 g, 3.13 mmol) and Cs2CO3 (3.0-6 g, 9.39 mmol) in H2O (15 mL) was added. The mixture was degassed three times with Ar/vacuum cycle before being charged with Pd(Ph3P)4 (0.270 g, 0.230 mmol, 7% mol). It was then heated at reflux under Ar overnight. The reaction mixture was allowed to cool at room temperature, and then...